Dataset: the Open Reaction Database (ORD), a public repository of structured organic reaction records. Task: describe an organic reaction: reactants, conditions, products, and yield The reactants are CC#N, [N-]=[N+]=NCC1CN(c2ccc(I)cc2)C(=O)O1, O, c1ccc(P(c2ccccc2)c2ccccc2)cc1. Product: NCC1CN(c2ccc(I)cc2)C(=O)O1. RXN SMILES: [CH3:37][C:38]#[N:39].[N:1](=[N+:2]=[N-:3])[CH2:4][CH:5]1[CH2:6][N:7]([c:11]2[cH:12][cH:13][c:14]([I:17])[cH:15][cH:16]2)[C:8](=[O:10])[O:9]1.[OH2:40].[c:18]1([P:19]([c:20]2[cH:21][cH:22][cH:23][cH:24][cH:25]2)[c:26]2[cH:27][cH:28][cH:29][cH:30][cH:31]2)[cH:32][cH:33][cH:34][cH:35][cH:36]1>>[NH2:1][CH2:4][CH:5]1[CH2:6][N:7]([c:11]2[cH:12][cH:13][c:14]([I:17])[cH:15][cH:16]2)[C:8](=[O:10])[O:9]1. Reactants: N1(CCNCC1)C1=NC2=CC(=C(C=C2C(=N1)N)OC)OC (2-piperazino-4-amino-6,7-dimethoxyquinazoline), CC1(CC(=O)CC(=O)C1)C (dimedone), C1(=CC=CC=C1)C (toluene). Solvent: O (water). Product: NC1=NC(=NC2=CC(=C(C=C12)OC)OC)N1CCN(CC1)C1=CC(CC(C1)(C)C)=O (1-(4-Amino-6,7-dimethoxyquinazolin-2-yl)-4-(3-oxo-5,5-dimethyl-1-cyclohexen-1-yl)-piperazine). As a reaction SMILES: [N:1]1([C:7]2[N:16]=[C:15]([NH2:17])[C:14]3[C:9](=[CH:10][C:11]([O:20][CH3:21])=[C:12]([O:18][CH3:19])[CH:13]=3)[N:8]=2)[CH2:6][CH2:5][NH:4][CH2:3][CH2:2]1.[CH3:22][C:23]1([CH3:31])[CH2:30][C:28](=O)[CH2:27][C:25](=[O:26])[CH2:24]1.C1(C)C=CC=CC=1>O>[NH2:17][C:15]1[C:14]2[C:9](=[CH:10][C:11]([O:20][CH3:21])=[C:12]([O:18][CH3:19])[CH:13]=2)[N:8]=[C:7]([N:1]2[CH2:6][CH2:5][N:4]([C:28]3[CH2:30][C:23]([CH3:31])([CH3:22])[CH2:24][C:25](=[O:26])[CH:27]=3)[CH2:3][CH2:2]2)[N:16]=1. Procedure: A mixture of 2.9 g (0.01 mol) of 2-piperazino-4-amino-6,7-dimethoxyquinazoline, 1.4 g (0.01 mol) of dimedone and 20 ml of toluene is heated at the boiling point under reflux for 4 hours, using a water separator. After cooling the solution, the reaction product precipitates. It is washed with petroleum ether and recrystallised from 220 ml of acetonitrile. 2.6 g of melting point 185°-187° C. are obtained. The reactants are BrC1=C(C=O)C=CC(=C1O)O (2-bromo-3,4-dihydroxy-benzaldehyde), C(=O)([O-])[O-].[K+].[K+] (K2CO3), BrC(C(=O)O)Br (dibromoacetic acid), crude product, BrC(C(=O)O)Br (dibromoacetic acid), OS(=O)(=O)O (H2SO4). Run in C(CC)O (n-propanol), C(CC)O (n-Propanol), O (Water), CO (methanol). Product: COC(=O)C1OC2=C(O1)C=CC(=C2Br)C=O (4-bromo-5-formyl-benzo[1,3]dioxole-2-carboxylic acid methyl ester). RXN SMILES: [Br:1][C:2]1[C:9]([OH:10])=[C:8]([OH:11])[CH:7]=[CH:6][C:3]=1[CH:4]=[O:5].[C:12]([O-])([O-])=O.[K+].[K+].Br[CH:19](Br)[C:20]([OH:22])=[O:21].OS(O)(=O)=O>C(O)CC.CO.O>[CH3:12][O:22][C:20]([CH:19]1[O:11][C:8]2[CH:7]=[CH:6][C:3]([CH:4]=[O:5])=[C:2]([Br:1])[C:9]=2[O:10]1)=[O:21] |f:1.2.3|. Procedure details: To a mixture of 2-bromo-3,4-dihydroxy-benzaldehyde (2.17 g, 10.0 mmol) and K2CO3 (5.56 g, 40.2 mmol) in n-propanol (25 mL) was added dibromoacetic acid (2.18, 10.0 mmol) and the mixture was heated at reflux temperature for 24 h. After cooling to room temperature, another portion of dibromoacetic acid (1.75 g, 8.0 mmol) was added. The mixture was stirred at reflux for 46 h. n-Propanol was evaporated and water (30 mL) was added. The resulting aqueous solution was acidified to pH 2 by adding 1 N HC... The reactants are ClCc1cc(Cl)cc(Cl)c1, [H-], Nc1nc[nH]n1, [Na+], CN(C)C=O. The product is Nc1ncn(Cc2cc(Cl)cc(Cl)c2)n1. RXN SMILES: [Cl:9][c:10]1[cH:11][c:12]([CH2:13][Cl:14])[cH:15][c:16]([Cl:18])[cH:17]1.[H-:7].[NH2:1][c:2]1[n:3][nH:4][cH:5][n:6]1.[Na+:8].[O:19]=[CH:20][N:21]([CH3:22])[CH3:23]>>[NH2:1][c:2]1[n:3][n:4]([CH2:13][c:12]2[cH:11][c:10]([Cl:9])[cH:17][c:16]([Cl:18])[cH:15]2)[cH:5][n:6]1. Reactants: ice, CN(C(OC(C)(C)C)=O)CCC=O (methyl-(3-oxopropyl)carbamic acid, 1,1-dimethylethyl ester), solution, C(CC)[Mg]Cl (n-propylmagnesium chloride). Solvent: O1CCCC1 (tetrahydrofuran), CCOCC (ether). Reaction conditions: temperature 0 celsius, time 30 minute. The product is OC(CCN(C(OC(C)(C)C)=O)C)CCC ((3-Hydroxyhexyl)methylcarbamic acid, 1,1-dimethylethyl ester). RXN SMILES: [CH3:1][N:2]([CH2:10][CH2:11][CH:12]=[O:13])[C:3](=[O:9])[O:4][C:5]([CH3:8])([CH3:7])[CH3:6].[CH2:14]([Mg]Cl)[CH2:15][CH3:16]>O1CCCC1.CCOCC>[OH:13][CH:12]([CH2:14][CH2:15][CH3:16])[CH2:11][CH2:10][N:2]([CH3:1])[C:3](=[O:9])[O:4][C:5]([CH3:8])([CH3:6])[CH3:7]. Procedure details: To an ice-cooled stirred solution of methyl-(3-oxopropyl)carbamic acid, 1,1-dimethylethyl ester (11.0 g, 59 mmol) in dry tetrahydrofuran (120 ml) under nitrogen was added a 2M solution of n-propylmagnesium chloride in ether (36 ml). The resulting mixture was stirred at 0° C. for 30 minutes, then allowed to warm to room temperature with sting over 20 h, and quenched by dropwise addition of saturated aqueous ammonium chloride. The supernatant solution was decanted from the white solids and concent... The reactants are N1(CCOCC1)C(=O)N1CC(CC(C1)C1=CC(=CC=C1)C(F)(F)F)C(=O)O (1-(Morpholin-4-ylcarbonyl)-5-[3-(trifluoromethyl)phenyl]piperidine-3-carboxylic acid), FC=1C=C(C=CC1)C(N)=NO (3-Fluoro-N′-hydroxybenzenecarboximidamide). The product is FC=1C=C(C=CC1)C1=NOC(=N1)C1CN(CC(C1)C1=CC(=CC=C1)C(F)(F)F)C(=O)N1CCOCC1 ({3-[3-(3-Fluorophenyl)-1,2,4-oxadiazol-5-yl]-5-[3-(trifluoromethyl)phenyl]piperidin-1-yl}-(morpholin-4-yl)methanone). As a reaction SMILES: [N:1]1([C:7]([N:9]2[CH2:14][CH:13]([C:15]3[CH:20]=[CH:19][CH:18]=[C:17]([C:21]([F:24])([F:23])[F:22])[CH:16]=3)[CH2:12][CH:11]([C:25](O)=[O:26])[CH2:10]2)=[O:8])[CH2:6][CH2:5][O:4][CH2:3][CH2:2]1.[F:28][C:29]1[CH:30]=[C:31]([C:35](=[N:37]O)[NH2:36])[CH:32]=[CH:33][CH:34]=1>>[F:28][C:29]1[CH:30]=[C:31]([C:35]2[N:37]=[C:25]([CH:11]3[CH2:12][CH:13]([C:15]4[CH:20]=[CH:19][CH:18]=[C:17]([C:21]([F:23])([F:22])[F:24])[CH:16]=4)[CH2:14][N:9]([C:7]([N:1]4[CH2:6][CH2:5][O:4][CH2:3][CH2:2]4)=[O:8])[CH2:10]3)[O:26][N:36]=2)[CH:32]=[CH:33][CH:34]=1. Reported procedure: 100 mg (0.26 mmol) of the compound from Example 147A and 60 mg (0.39 mmol) of the compound from Example 73A were reacted according to the General Method 2. Yield: 75 mg (57% of theory)